From a dataset of the Open Reaction Database (ORD), a public repository of structured organic reaction records. describe an organic reaction: reactants, conditions, products, and yield The reactants are C(CC)(=O)C1=CC2=C(NC(O2)=O)C=C1 (6-propionyl-3H-benzoxazol-2-one), C([O-])([O-])=O.[K+].[K+] (potassium carbonate), C(C1=CC=CC=C1)Br (benzylbromide). Solvent: CC(=O)C (acetone). Run at temperature 50 celsius, time 4 hour. Product: C(C1=CC=CC=C1)N1C(OC2=C1C=CC(=C2)C(CC)=O)=O (3-benzyl-6-propionyl-3H-benzoxazol-2-one). As a reaction SMILES: [C:1]([C:5]1[CH:14]=[CH:13][C:8]2[NH:9][C:10](=[O:12])[O:11][C:7]=2[CH:6]=1)(=[O:4])[CH2:2][CH3:3].C(=O)([O-])[O-].[K+].[K+].[CH2:21](Br)[C:22]1[CH:27]=[CH:26][CH:25]=[CH:24][CH:23]=1>CC(C)=O>[CH2:21]([N:9]1[C:8]2[CH:13]=[CH:14][C:5]([C:1](=[O:4])[CH2:2][CH3:3])=[CH:6][C:7]=2[O:11][C:10]1=[O:12])[C:22]1[CH:27]=[CH:26][CH:25]=[CH:24][CH:23]=1 |f:1.2.3|. Procedure details: 94 g (492 mmol) 6-propionyl-3H-benzoxazol-2-one is placed in 1000 mL acetone and 160 g (1.157 mol) potassium carbonate and then 65 ml (546 mol) benzylbromide are added and the mixture is stirred for 4 h at 50° C. The reaction mixture is suction filtered hot and then the filtrate is slowly cooled. The solid is suction filtered and washed with acetone/diethyl ether. The reactants are S1C=C(C2=C1C=CC=C2)CCN2CCC(=CC2)C2=CNC1=CC=CC=C21 (3-{1-[2-(1-benzothiophene-3-yl)ethyl]-1,2,3,6-tetrahydro-4-pyridinyl}-1H-indole), CCCCCC (hexane), CI (methyl iodide). Solvent: C1CCOC1 (THF). Run at time 30 minute. Yields the product S1C=C(C2=C1C=CC=C2)CCN2CCC(=CC2)C2=CN(C1=CC=CC=C21)C (3-{1-[2-(1-benzothiophene-3-yl)ethyl]-1,2,3,6-tetrahydro-4-pyridinyl}-1-methyl-1H-indole). As a reaction SMILES: [S:1]1[C:5]2[CH:6]=[CH:7][CH:8]=[CH:9][C:4]=2[C:3]([CH2:10][CH2:11][N:12]2[CH2:17][CH:16]=[C:15]([C:18]3[C:26]4[C:21](=[CH:22][CH:23]=[CH:24][CH:25]=4)[NH:20][CH:19]=3)[CH2:14][CH2:13]2)=[CH:2]1.[CH3:27]CCCCC.CI>C1COCC1>[S:1]1[C:5]2[CH:6]=[CH:7][CH:8]=[CH:9][C:4]=2[C:3]([CH2:10][CH2:11][N:12]2[CH2:13][CH:14]=[C:15]([C:18]3[C:26]4[C:21](=[CH:22][CH:23]=[CH:24][CH:25]=4)[N:20]([CH3:27])[CH:19]=3)[CH2:16][CH2:17]2)=[CH:2]1. Reported procedure: 3-{1-[2-(1-benzothiophene-3-yl)ethyl]-1,2,3,6-tetrahydro-4-pyridinyl}-1H-indole (358 mg, 1 mmol) (obtained from example 29, step 2) in dry THF (50 ml) was slowly added to a stirred suspension of hexane and washed with 60% sodium hydride (44 mg) at 0° C. After the addition, the reaction mixture was stirred for 30 min and methyl iodide (213 mg, 1.5 mmol) was added. The reaction mixture was stirred for 4 hrs and quenched carefully with ice cold water. The reaction mixture was extracted with chlorof... Product: ClC1=CC=C(O[C@H]2[C@@H](CN(C2)CC2=CC=CC=C2)O)C=C1 (Trans-4-(4-chlorophenoxy)-1-phenylmethyl-3-pyrrolidinol). Solvent: C(C)OCC (diethyl ether). Procedure details: A mixture of 12.3 g. of 1-benzyl-3,4-epoxypyrrolidine, 18.0 g. of p-chlorophenol and 3 drops of water was heated at 120° C. under nitrogen gas for 20 hr. The mixture was cooled and dissolved in 100 ml. diethyl ether. The ethereal solution was extracted with 2×50 ml. 5% sodium hydroxide and then washed with water. After being dried with anhydrous sodium sulfate, the solvent was evaporated and the residue weighed 14.3 g. Two crystallizations from cyclohexane gave 4.7 g (29%) of analytically pure p... The reagents and catalysts are O (water). As a reaction SMILES: [CH2:1]([N:8]1[CH2:12][CH:11]2[O:13][CH:10]2[CH2:9]1)[C:2]1[CH:7]=[CH:6][CH:5]=[CH:4][CH:3]=1.[Cl:14][C:15]1[CH:20]=[CH:19][C:18]([OH:21])=[CH:17][CH:16]=1>O.C(OCC)C>[Cl:14][C:15]1[CH:20]=[CH:19][C:18]([O:21][C@@H:11]2[CH2:12][N:8]([CH2:1][C:2]3[CH:3]=[CH:4][CH:5]=[CH:6][CH:7]=3)[CH2:9][C@H:10]2[OH:13])=[CH:17][CH:16]=1. The reactants are C(C1=CC=CC=C1)N1CC2C(C1)O2 (1-benzyl-3,4-epoxypyrrolidine), ClC1=CC=C(C=C1)O (p-chlorophenol). The reactants are CC(C)(C)[Si](C)(C)Cl, ClCCl, O=C(CCc1ccc(O)cc1)c1ccccc1, c1c[nH]cn1. Yields the product CC(C)(C)[Si](C)(C)Oc1ccc(CCC(=O)c2ccccc2)cc1. RXN SMILES: [C:23]([CH3:24])([CH3:25])([CH3:26])[Si:27]([CH3:28])([CH3:29])[Cl:30].[Cl:31][CH2:32][Cl:33].[OH:1][c:2]1[cH:3][cH:4][c:5]([CH2:8][CH2:9][C:10](=[O:11])[c:12]2[cH:13][cH:14][cH:15][cH:16][cH:17]2)[cH:6][cH:7]1.[nH:18]1[cH:19][cH:20][n:21][cH:22]1>>[O:1]([c:2]1[cH:3][cH:4][c:5]([CH2:8][CH2:9][C:10](=[O:11])[c:12]2[cH:13][cH:14][cH:15][cH:16][cH:17]2)[cH:6][cH:7]1)[Si:27]([C:23]([CH3:24])([CH3:25])[CH3:26])([CH3:28])[CH3:29]. The reactants are NC1=NC(c2ccc(F)c(Br)c2)(c2ccncc2F)c2ccccc21, OB(O)c1cccnc1F. The product is NC1=NC(c2ccc(F)c(-c3cccnc3F)c2)(c2ccncc2F)c2ccccc21. RXN SMILES: [Br:1][c:2]1[cH:3][c:4]([C:9]2([c:19]3[c:20]([F:25])[cH:21][n:22][cH:23][cH:24]3)[N:10]=[C:11]([NH2:18])[c:12]3[cH:13][cH:14][cH:15][cH:16][c:17]32)[cH:5][cH:6][c:7]1[F:8].[F:26][c:27]1[n:28][cH:29][cH:30][cH:31][c:32]1[B:33]([OH:34])[OH:35]>>[c:2]1(-[c:32]2[c:27]([F:26])[n:28][cH:29][cH:30][cH:31]2)[cH:3][c:4]([C:9]2([c:19]3[c:20]([F:25])[cH:21][n:22][cH:23][cH:24]3)[N:10]=[C:11]([NH2:18])[c:12]3[cH:13][cH:14][cH:15][cH:16][c:17]32)[cH:5][cH:6][c:7]1[F:8]. Solvent: CN(C=O)C (dimethylformamide). Yield: 28.2%. Procedure: After 4-fluoro-2-methylaniline(0.35 ml, 3.15 mmol) was added to a mixture solution of 4-(1-methyl-1,2,3,4-tetrahydroisoquinolin-2-yl)-6-propyl-2-chloropyrimidine(0.5 g, 1.66 mmol) and dimethylformamide(5 ml), 0.2 g of the titled compound was obtained in accordance with the same procedure as in Step 2 of Example 1. The reactants are FC1=CC(=C(N)C=C1)C (4-fluoro-2-methylaniline), CC1N(CCC2=CC=CC=C12)C1=NC(=NC(=C1)CCC)Cl (4-(1-methyl-1,2,3,4-tetrahydroisoquinolin-2-yl)-6-propyl-2-chloropyrimidine). Product: Cl.CC1=C(C=CC(=C1)F)NC1=NC(=CC(=N1)N1C(C2=CC=CC=C2CC1)C)CCC (2-(2-methyl-4-fluorophenylamino)-4-(1-methyl-1,2,3,4-tetrahydroisoquinolin-2-yl)-6-propylpyrimidine hydrochloride). Reaction SMILES: [F:1][C:2]1[CH:8]=[CH:7][C:5]([NH2:6])=[C:4]([CH3:9])[CH:3]=1.[CH3:10][CH:11]1[C:20]2[C:15](=[CH:16][CH:17]=[CH:18][CH:19]=2)[CH2:14][CH2:13][N:12]1[C:21]1[CH:26]=[C:25]([CH2:27][CH2:28][CH3:29])[N:24]=[C:23]([Cl:30])[N:22]=1>CN(C)C=O>[ClH:30].[CH3:9][C:4]1[CH:3]=[C:2]([F:1])[CH:8]=[CH:7][C:5]=1[NH:6][C:23]1[N:22]=[C:21]([N:12]2[CH2:13][CH2:14][C:15]3[C:20](=[CH:19][CH:18]=[CH:17][CH:16]=3)[CH:11]2[CH3:10])[CH:26]=[C:25]([CH2:27][CH2:28][CH3:29])[N:24]=1 |f:3.4|. Reactants: NC1=CC=C(C=C1)C=1N=CNC1 (4-(p-aminophenyl)-1-H-imidazole), C1(CCCCC1)[N+]#[C-] (cyclohexyl isonitrile). Reagents/catalysts: Cl[Cu] (CuCl). Conditions: temperature 150 celsius. The product is C1(CCCCC1)NC=NC1=CC=C(C=C1)C=1N=CNC1 (N-Cyclohexyl-N'-[4-(imidazol-4-yl)-phenyl]-formamidine). RXN SMILES: [NH2:1][C:2]1[CH:7]=[CH:6][C:5]([C:8]2[N:9]=[CH:10][NH:11][CH:12]=2)=[CH:4][CH:3]=1.[CH:13]1([N+:19]#[C-:20])[CH2:18][CH2:17][CH2:16][CH2:15][CH2:14]1>Cl[Cu]>[CH:13]1([NH:19][CH:20]=[N:1][C:2]2[CH:3]=[CH:4][C:5]([C:8]3[N:9]=[CH:10][NH:11][CH:12]=3)=[CH:6][CH:7]=2)[CH2:18][CH2:17][CH2:16][CH2:15][CH2:14]1. Procedure: A mixture of 1.59 gm of 4-(p-aminophenyl)-1-H-imidazole, 1.2 gm of cyclohexyl isonitrile, and 0.99 gm of CuCl was heated at 150° C. for three hours. The thick reaction mixture was extracted with methanol. The methanol solution, after treatment with charcoal, was evaporated to dryness and extracted with ethyl acetate and 10% hydrochloric acid. The acid solution was adjusted to pH 7.5 with 17% Na2CO3 and extracted with ethyl acetate. The organic solution was evaporated to dryness. The substance re... Reaction conditions: temperature 100 celsius, time 2 hour. The reactants are C(C=C)C1=C(C=CC=C1)O (o-Allylphenol), FC1=CC=C(C(=O)C2=CC=C(C=C2)F)C=C1 (4,4'-difluorobenzophenone), C([O-])([O-])=O.[K+].[K+] (potassium carbonate), CN1C(CCC1)=O (N-methylpyrrolidone), C1(=CC=CC=C1)C (toluene). As a reaction SMILES: [CH2:1]([C:4]1[CH:9]=[CH:8][CH:7]=[CH:6][C:5]=1[OH:10])[CH:2]=[CH2:3].F[C:12]1[CH:26]=[CH:25][C:15]([C:16]([C:18]2[CH:23]=[CH:22][C:21](F)=[CH:20][CH:19]=2)=[O:17])=[CH:14][CH:13]=1.[C:27](=[O:30])([O-])[O-].[K+].[K+].[CH3:33]N1CCCC1=O.[C:40]1([CH3:46])[CH:45]=[CH:44][CH:43]=[CH:42][CH:41]=1>>[CH:1]([C:4]1[CH:9]=[CH:8][CH:7]=[CH:6][C:5]=1[O:10][C:12]1[CH:26]=[CH:25][C:15]([C:16]([C:18]2[CH:23]=[CH:22][C:21]([O:30][C:27]3[CH:33]=[CH:41][CH:42]=[CH:43][C:44]=3[CH:45]=[CH:40][CH3:46])=[CH:20][CH:19]=2)=[O:17])=[CH:14][CH:13]=1)=[CH:2][CH3:3] |f:2.3.4|. Product: C(=CC)C1=C(OC2=CC=C(C(=O)C3=CC=C(C=C3)OC3=C(C=CC=C3)C=CC)C=C2)C=CC=C1 (4,4'-bis[o-(1-propenyl)phenoxy]benzophenone). Reported procedure: o-Allylphenol (245.6 g), 4,4'-difluorobenzophenone (200 g), potassium carbonate (187.4 g), dry N-methylpyrrolidone (700 ml) and toluene (250 ml) are placed in a 3-necked 2500 ml flask fitted with a stirrer, reflex condensor and thermometer and the mixture is heated under nitrogen to a temperature between 145°-155° C. and stirred for 31/2 hours. Water and toluene are separated via a Dean Stark trap and finally after 3.5 hours the reaction mixture reaches a temperature of 155° C. The mixture is co... Starting materials: O1CCN(CC1)C=1C=2N(N=CC1)C=C(N2)C=O (8-Morpholinoimidazo[1,2-b]pyridazine-2-carbaldehyde), BrC=1C=C(C=CC1)OC (3-bromoanisole). Product: COC=1C=C(C=CC1)C1=C(N=C2N1N=CC=C2N2CCOCC2)C=O (3-(3-Methoxyphenyl)-8-morpholinoimidazo[1,2-b]pyridazine-2-carbaldehyde). Reaction SMILES: [O:1]1[CH2:6][CH2:5][N:4]([C:7]2[C:8]3[N:9]([CH:13]=[C:14]([CH:16]=[O:17])[N:15]=3)[N:10]=[CH:11][CH:12]=2)[CH2:3][CH2:2]1.Br[C:19]1[CH:20]=[C:21]([O:25][CH3:26])[CH:22]=[CH:23][CH:24]=1>>[CH3:26][O:25][C:21]1[CH:20]=[C:19]([C:13]2[N:9]3[N:10]=[CH:11][CH:12]=[C:7]([N:4]4[CH2:3][CH2:2][O:1][CH2:6][CH2:5]4)[C:8]3=[N:15][C:14]=2[CH:16]=[O:17])[CH:24]=[CH:23][CH:22]=1. Procedure details: Compound 5e (162 mg, 0.698 mmol) was coupled with 3-bromoanisole (0.13 mL, 1.04 mmol) according to the procedures described in Example 20, Step A to obtain compound 77a. Mass spectrum (LCMS, ESI pos.) Calcd. For C18H18N4O3 339.1 (M+H). found 339.2.